From a dataset of the Open Reaction Database (ORD), a public repository of structured organic reaction records. describe an organic reaction: reactants, conditions, products, and yield The reactants are COC(=O)CCc1ccc(C2=C(OC)CN(c3ccc(C(=N)N)cc3)C2=O)cc1, ClCCl, COC(=O)Cl, [Na+], [OH-]. The product is COC(=O)CCc1ccc(C2=C(OC)CN(c3ccc(C(=N)NC(=O)OC)cc3)C2=O)cc1. As a reaction SMILES: [C:1]([NH2:2])(=[NH:3])[c:4]1[cH:5][cH:6][c:7]([N:10]2[C:11](=[O:29])[C:12]([c:17]3[cH:18][cH:19][c:20]([CH2:23][CH2:24][C:25](=[O:26])[O:27][CH3:28])[cH:21][cH:22]3)=[C:13]([O:15][CH3:16])[CH2:14]2)[cH:8][cH:9]1.[CH2:37]([Cl:38])[Cl:39].[Cl:30][C:31](=[O:32])[O:33][CH3:34].[Na+:36].[OH-:35]>>[C:1](=[NH:2])([NH:3][C:31](=[O:32])[O:33][CH3:34])[c:4]1[cH:5][cH:6][c:7]([N:10]2[C:11](=[O:29])[C:12]([c:17]3[cH:18][cH:19][c:20]([CH2:23][CH2:24][C:25](=[O:26])[O:27][CH3:28])[cH:21][cH:22]3)=[C:13]([O:15][CH3:16])[CH2:14]2)[cH:8][cH:9]1. The reactants are [BH4-], CC(C)C(=O)O, Cc1ccccc1, [Na+], CCOC(=O)C1=C(NC(C)c2ccccc2)CCCC1, CCOC(=O)C1CC2CCCCC2N1C(C)c1ccccc1. Product: CCOC(=O)C1CCCCC1NC(C)c1ccccc1. Reaction SMILES: [BH4-:7].[CH3:1][CH:2]([C:3](=[O:4])[OH:5])[CH3:6].[CH3:51][c:52]1[cH:53][cH:54][cH:55][cH:56][cH:57]1.[Na+:8].[c:31]1([CH:37]([CH3:38])[NH:39][C:40]2=[C:41]([C:46](=[O:47])[O:48][CH2:49][CH3:50])[CH2:42][CH2:43][CH2:44][CH2:45]2)[cH:32][cH:33][cH:34][cH:35][cH:36]1.[c:9]1([CH:10]([N:11]2[CH:12]3[CH:13]([CH2:14][CH2:15][CH2:16][CH2:17]3)[CH2:18][CH:19]2[C:20]([O:21][CH2:22][CH3:23])=[O:24])[CH3:25])[cH:26][cH:27][cH:28][cH:29][cH:30]1>>[c:31]1([CH:37]([CH3:38])[NH:39][CH:40]2[CH:41]([C:46](=[O:47])[O:48][CH2:49][CH3:50])[CH2:42][CH2:43][CH2:44][CH2:45]2)[cH:32][cH:33][cH:34][cH:35][cH:36]1.